From a dataset of the Open Reaction Database (ORD), a public repository of structured organic reaction records. describe an organic reaction: reactants, conditions, products, and yield Procedure details: A slurry of 177.0 g (1.0 mole) of 4,5-dichloro-o-phenylenediamine in 750 ml. ethanol was added to a warm near solution of 313.1 g (2.0 mole) of 5-chlorosalicylaldehyde in 2250 ml. of ethanol with mechanical stirring in a 5000 ml, 3-neck flask. A brown solution formed, and a light brown solid began to precipitate after 10-15 minutes. Stirring at room temperature was continued for six days. Thin-layer chromatography indicated that the reaction was substantially complete at the end of six days. Product: OC1=C(C=NC2=C(C=C(C(=C2)Cl)Cl)N=CC2=C(C=CC(=C2)Cl)O)C=C(C=C1)Cl (N,N'-Di(2-hydroxy-5-chlorobenzylidene)-4,5-dichloro-1,2-diaminobenzene). Run at time 6 day. Starting materials: ClC1=CC(=C(C=C1Cl)N)N (4,5-dichloro-o-phenylenediamine), ClC1=CC=C(C(C=O)=C1)O (5-chlorosalicylaldehyde). The solvent is C(C)O (ethanol), C(C)O (ethanol). Reaction SMILES: [Cl:1][C:2]1[C:7]([Cl:8])=[CH:6][C:5]([NH2:9])=[C:4]([NH2:10])[CH:3]=1.[Cl:11][C:12]1[CH:19]=[C:16]([CH:17]=O)[C:15]([OH:20])=[CH:14][CH:13]=1>C(O)C>[OH:20][C:15]1[CH:14]=[CH:13][C:12]([Cl:11])=[CH:19][C:16]=1[CH:17]=[N:10][C:4]1[CH:3]=[C:2]([Cl:1])[C:7]([Cl:8])=[CH:6][C:5]=1[N:9]=[CH:17][C:16]1[CH:19]=[C:12]([Cl:11])[CH:13]=[CH:14][C:15]=1[OH:20]. Reactants: ClC=1C(=CC(N(C1)C(C(=O)O)CC(C)C)=O)C1=C(C=CC(=C1)Cl)C#N (2-[5-chloro-4-(5-chloro-2-cyanophenyl)-2-oxopyridin-1(2H)-yl]-4-methylpentanoic acid), NC1=CC=C(C(=O)OC(C)(C)C)C=C1 (tert-butyl 4-aminobenzoate). The product is ClC=1C(=CC(N(C1)C(C(=O)NC1=CC=C(C(=O)OC(C)(C)C)C=C1)CC(C)C)=O)C1=C(C=CC(=C1)Cl)C#N (tert-Butyl 4-({2-[5-chloro-4-(5-chloro-2-cyanophenyl)-2-oxopyridin-1(2H)-yl]-4-methylpentanoyl}amino)benzoate). Reaction SMILES: [Cl:1][C:2]1[C:3]([C:17]2[CH:22]=[C:21]([Cl:23])[CH:20]=[CH:19][C:18]=2[C:24]#[N:25])=[CH:4][C:5](=[O:16])[N:6]([CH:8]([CH2:12][CH:13]([CH3:15])[CH3:14])[C:9](O)=[O:10])[CH:7]=1.[NH2:26][C:27]1[CH:39]=[CH:38][C:30]([C:31]([O:33][C:34]([CH3:37])([CH3:36])[CH3:35])=[O:32])=[CH:29][CH:28]=1>>[Cl:1][C:2]1[C:3]([C:17]2[CH:22]=[C:21]([Cl:23])[CH:20]=[CH:19][C:18]=2[C:24]#[N:25])=[CH:4][C:5](=[O:16])[N:6]([CH:8]([CH2:12][CH:13]([CH3:15])[CH3:14])[C:9]([NH:26][C:27]2[CH:39]=[CH:38][C:30]([C:31]([O:33][C:34]([CH3:35])([CH3:36])[CH3:37])=[O:32])=[CH:29][CH:28]=2)=[O:10])[CH:7]=1. Procedure: 87 mg (0.23 mmol) of 2-[5-chloro-4-(5-chloro-2-cyanophenyl)-2-oxopyridin-1(2H)-yl]-4-methylpentanoic acid (racemate) and 49 mg (0.25 mmol, 1.1 eq.) of tert-butyl 4-aminobenzoate were reacted according to General Method 5A. Yield: 45 mg (35% of theory) The reactants are [H-].[Na+] (Sodium hydride), CI (methyl iodide), COC=1C=C2C=CC(=CC2=CC1)C(O)C=1N=CN(C1)C(C1=CC=CC=C1)(C1=CC=CC=C1)C1=CC=CC=C1 ((6-methoxynaphthalen-2-yl)-(1-trityl-1H-imidazol-4-yl)methanol), [H][H] (hydrogen). Solvent: CN(C)C=O (DMF), C1CCOC1 (THF), O (Water). Conditions: temperature 0 celsius, time 15 minute. Yields the product COC(C=1N=CNC1)C1=CC2=CC=C(C=C2C=C1)OC (4-[Methoxy-(6-methoxynaphthalen-2-yl)methyl]-1H-imidazole). As a reaction SMILES: [H-].[Na+].[CH3:3][O:4][C:5]1[CH:6]=[C:7]2[C:12](=[CH:13][CH:14]=1)[CH:11]=[C:10]([CH:15]([C:17]1[N:18]=[CH:19][N:20](C(C3C=CC=CC=3)(C3C=CC=CC=3)C3C=CC=CC=3)[CH:21]=1)[OH:16])[CH:9]=[CH:8]2.[H][H].[CH3:43]I>O.CN(C=O)C.C1COCC1>[CH3:43][O:16][CH:15]([C:10]1[CH:9]=[CH:8][C:7]2[C:12](=[CH:13][CH:14]=[C:5]([O:4][CH3:3])[CH:6]=2)[CH:11]=1)[C:17]1[N:18]=[CH:19][NH:20][CH:21]=1 |f:0.1|. Procedure: Sodium hydride (60% oil dispersion, 1.77 g) was added to a mixture of THF (200 ml) and DMF(100 ml). To the mixture was added (6-methoxynaphthalen-2-yl)-(1-trityl-1H-imidazol-4-yl)methanol (20.0 g). The mixture was heated at 50 until the evolution of hydrogen ceased. The mixture was cooled to 0° C., and to the mixture was added methyl iodide (2.6 ml). The mixture was stirred for 15 min. Water was added to the reaction mixture to quench the reaction. THF was distilled off under reduced pressure. T... Starting materials: BrC1=CC=C(C(=N1)C)[N+](=O)[O-] (6-bromo-2-methyl-3-nitropyridine), C(O)CN (ethanolamine). The solvent is C(C)O (ethanol). Conditions: time 8 hour. The product is CC1=C(C=CC(=N1)NCCO)[N+](=O)[O-] (2-((6-methyl-5-nitropyridin-2-yl)amino)ethanol). Isolated yield 92.4%. Reaction SMILES: Br[C:2]1[N:7]=[C:6]([CH3:8])[C:5]([N+:9]([O-:11])=[O:10])=[CH:4][CH:3]=1.[CH2:12]([CH2:14][NH2:15])[OH:13]>C(O)C>[CH3:8][C:6]1[N:7]=[C:2]([NH:15][CH2:14][CH2:12][OH:13])[CH:3]=[CH:4][C:5]=1[N+:9]([O-:11])=[O:10]. Procedure: 6-bromo-2-methyl-3-nitropyridine (2 g, 9.22 mmol) was dissolved in ethanol (20 mL) and to this solution was added ethanolamine (1.115 mL, 18.43 mmol). The reaction was left to stir overnight under nitrogen, at room temperature. The reaction was concentrated in vacuo, then diluted with ethyl acetate and saturated sodium bicarbonate solution. The organic phase was separated and washed with saturated sodium bicarbonate and brine, then dried using a hydrophobic frit and concentrated in vacuo to give... The reactants are O=C([O-])O, CC(C)CCO, CCOC(C)=O, Nc1cc2[nH]c(C(=O)O)cc2cc1OCc1ccccc1, [Na+], O=S(=O)(O)O. Product: CC(C)CCOC(=O)c1cc2cc(OCc3ccccc3)c(N)cc2[nH]1. Reaction SMILES: [C:33](=[O:34])([OH:35])[O-:36].[CH2:38]([CH2:39][CH:40]([CH3:41])[CH3:42])[OH:43].[CH3:27][CH2:28][O:29][C:30](=[O:31])[CH3:32].[NH2:1][c:2]1[c:3]([O:14][CH2:15][c:16]2[cH:17][cH:18][cH:19][cH:20][cH:21]2)[cH:4][c:5]2[cH:6][c:7]([C:11](=[O:12])[OH:13])[nH:8][c:9]2[cH:10]1.[Na+:37].[S:22](=[O:23])(=[O:24])([OH:25])[OH:26]>>[NH2:1][c:2]1[c:3]([O:14][CH2:15][c:16]2[cH:17][cH:18][cH:19][cH:20][cH:21]2)[cH:4][c:5]2[cH:6][c:7]([C:11]([O:12][CH2:38][CH2:39][CH:40]([CH3:41])[CH3:42])=[O:13])[nH:8][c:9]2[cH:10]1.